This data is from the Open Reaction Database (ORD), a public repository of structured organic reaction records. The task is: describe an organic reaction: reactants, conditions, products, and yield Starting materials: C1CCC2=NCCCN2CC1 (DBU), CC=1C=C2C=C(NC2=CC1)C(=O)O (5-methyl-2-indolecarboxylic acid), C(C1=CC=CC=C1)Br (benzyl bromide). Solvent: CN(C)C=O (DMF). Reaction conditions: time 1 hour. Yields the product CC=1C=C2C=C(NC2=CC1)C(=O)OCC1=CC=CC=C1 (Benzyl 5-methyl-2-indolecarboxylate). RXN SMILES: [CH3:1][C:2]1[CH:3]=[C:4]2[C:8](=[CH:9][CH:10]=1)[NH:7][C:6]([C:11]([OH:13])=[O:12])=[CH:5]2.C1CCN2C(=NCCC2)CC1.[CH2:25](Br)[C:26]1[CH:31]=[CH:30][CH:29]=[CH:28][CH:27]=1>CN(C=O)C>[CH3:1][C:2]1[CH:3]=[C:4]2[C:8](=[CH:9][CH:10]=1)[NH:7][C:6]([C:11]([O:13][CH2:25][C:26]1[CH:31]=[CH:30][CH:29]=[CH:28][CH:27]=1)=[O:12])=[CH:5]2. Reported procedure: 2.43 g of 5-methyl-2-indolecarboxylic acid are dissolved in 15 ml of DMF; 2.11 g of DBU are added and the mixture is then left stirring for 1 hour at RT. 2.61 g of benzyl bromide are added dropwise and the mixture is then left stirring for 6 hours at RT. This mixture is concentrated under vacuum and the residue is taken up in EtOAc, washed with water, with saturated Na2CO3 solution, with sulphate buffer and then with saturated aqueous NaCl. It is dried over Na2SO4 and then concentrated. The resi... Starting materials: CC1([C@@H]([C@H]1\C=C(\C=O)/C)C(=O)OC(C)(C)C)C (t-butyl (1R)-trans-2,2-dimethyl-3-[(E)-2-methyl-3-oxo-1-propenyl]cyclopropanecarboxylate), Cl.NO (hydroxylamine hydrochloride), N1=CC=CC=C1 (pyridine), O (water). The solvent is O1CCOCC1 (1,4-dioxane), C(C)(=O)OCC (Ethyl acetate). Run at time 3 hour. Product: ON=C/C(=C/[C@H]1C([C@@H]1C(=O)OC(C)(C)C)(C)C)/C (t-butyl (1R)-trans-3-[(E)-3-hydroxyimino-2-methyl-1-propenyl]-2,2-dimethylcyclopropanecarboxylate). Yield: 67.2%. RXN SMILES: [CH3:1][C:2]1([CH3:17])[C@H:4](/[CH:5]=[C:6](\[CH3:9])/[CH:7]=O)[C@H:3]1[C:10]([O:12][C:13]([CH3:16])([CH3:15])[CH3:14])=[O:11].Cl.[NH2:19][OH:20].N1C=CC=CC=1.O>C(OCC)(=O)C.O1CCOCC1>[OH:20][N:19]=[CH:7]/[C:6](/[CH3:9])=[CH:5]/[C@@H:4]1[C@@H:3]([C:10]([O:12][C:13]([CH3:16])([CH3:15])[CH3:14])=[O:11])[C:2]1([CH3:17])[CH3:1] |f:1.2|. Procedure: Under nitrogen atmosphere, a mixture of 1.0 g of t-butyl (1R)-trans-2,2-dimethyl-3-[(E)-2-methyl-3-oxo-1-propenyl]cyclopropanecarboxylate, 0.29 g of hydroxylamine hydrochloride, 5 ml of pyridine, 5 ml of water and 30 ml of 1,4-dioxane was stirred at room temperature for 3 hours. Ethyl acetate was added to the reaction mixture, and the mixture was washed with 1 mol/L hydrochloric acid and saturated brine respectively. The organic layer was dried over anhydrous magnesium sulfate, then, filtrated, ... Starting materials: CCOC(=O)N1CCN(C(=O)C(CCC(=O)OC(C)(C)C)NC(=O)c2cc(OC(C)C(=O)N3CCCC3C(=O)OCc3ccccc3)n(-c3ccccc3)n2)CC1, CCOC(C)=O, [H][H]. Product: CCOC(=O)N1CCN(C(=O)C(CCC(=O)OC(C)(C)C)NC(=O)c2cc(OC(C)C(=O)N3CCCC3C(=O)O)n(-c3ccccc3)n2)CC1. As a reaction SMILES: [CH2:1]([CH3:2])[O:3][C:4](=[O:5])[N:6]1[CH2:7][CH2:8][N:9]([C:12]([CH:13]([CH2:14][CH2:15][C:16](=[O:17])[O:18][C:19]([CH3:20])([CH3:21])[CH3:22])[NH:23][C:24](=[O:25])[c:26]2[n:27][n:28](-[c:51]3[cH:52][cH:53][cH:54][cH:55][cH:56]3)[c:29]([O:31][CH:32]([C:33](=[O:34])[N:35]3[CH:36]([C:40](=[O:41])[O:42][CH2:43][c:44]4[cH:45][cH:46][cH:47][cH:48][cH:49]4)[CH2:37][CH2:38][CH2:39]3)[CH3:50])[cH:30]2)=[O:57])[CH2:10][CH2:11]1.[CH3:60][CH2:61][O:62][C:63](=[O:64])[CH3:65].[H:58][H:59]>>[CH2:1]([CH3:2])[O:3][C:4](=[O:5])[N:6]1[CH2:7][CH2:8][N:9]([C:12]([CH:13]([CH2:14][CH2:15][C:16](=[O:17])[O:18][C:19]([CH3:20])([CH3:21])[CH3:22])[NH:23][C:24](=[O:25])[c:26]2[n:27][n:28](-[c:51]3[cH:52][cH:53][cH:54][cH:55][cH:56]3)[c:29]([O:31][CH:32]([C:33](=[O:34])[N:35]3[CH:36]([C:40](=[O:41])[OH:42])[CH2:37][CH2:38][CH2:39]3)[CH3:50])[cH:30]2)=[O:57])[CH2:10][CH2:11]1. Starting materials: CS(=O)(=O)N (methanesulfonamide), [H-].[Na+] (sodium hydride), BrC1=C(C(=O)OCC)C=CC(=N1)C(F)(F)F (ethyl 2-bromo-6-trifluoromethyinicotinate), [F-].[K+] (potassium fluoride), crown ether, [H][H] (hydrogen). Solvent: O1CCCC1 (tetrahydrofuran), CN1C(CCC1)=O (N-methylpyrrolidone). The product is CS(=O)(=O)NC1=C(C(=O)OCC)C=CC(=N1)C(F)(F)F (ethyl 2-methanesulfonylamino-6-trifluoromethyinicotinate). As a reaction SMILES: [CH3:1][S:2]([NH2:5])(=[O:4])=[O:3].[H-].[Na+].[H][H].Br[C:11]1[N:21]=[C:20]([C:22]([F:25])([F:24])[F:23])[CH:19]=[CH:18][C:12]=1[C:13]([O:15][CH2:16][CH3:17])=[O:14].[F-].[K+]>CN1CCCC1=O.O1CCCC1>[CH3:1][S:2]([NH:5][C:11]1[N:21]=[C:20]([C:22]([F:25])([F:23])[F:24])[CH:19]=[CH:18][C:12]=1[C:13]([O:15][CH2:16][CH3:17])=[O:14])(=[O:4])=[O:3] |f:1.2,5.6|. Reported procedure: 0.52 g of methanesulfonamide is introduced into a tetrahydrofuran suspension of 0.24 g of 55% sodium hydride in oil. After the evolution of hydrogen has ceased, 1.5 g (5 mmol) of ethyl 2-bromo-6-trifluoromethyinicotinate, 0.3 g (5.2 mmol) of potassium fluoride and a catalytic amount of crown ether and 5 ml of N-methylpyrrolidone are added and the mixture is heated at the boil for 18 hours. The reaction mixture is then partitioned between ethyl acetate and water and freed from organic neutral con...